This data is from the Open Reaction Database (ORD), a public repository of structured organic reaction records. The task is: describe an organic reaction: reactants, conditions, products, and yield Starting materials: C(C1=CC=CC=C1)(=O)OC1CC(N(C(C1)(C)C)O)(C)C (4-benzoyloxy-1-oxyl-2,2,6,6-tetramethylpiperidine), BrC(C)(C)Br (2,2-dibromopropane). The product is C(C1=CC=CC=C1)(=O)OC1CC(N(C(C1)(C)C)OC(C)(C)ON1C(CC(CC1(C)C)OC(C1=CC=CC=C1)=O)(C)C)(C)C (2,2-Bis(4-benzoyloxy-2,2,6,6-tetramethylpiperidin-1-oxy)propane). Reaction SMILES: [C:1]([O:9][CH:10]1[CH2:15][C:14]([CH3:17])([CH3:16])[N:13]([OH:18])[C:12]([CH3:20])([CH3:19])[CH2:11]1)(=[O:8])[C:2]1[CH:7]=[CH:6][CH:5]=[CH:4][CH:3]=1.Br[C:22](Br)([CH3:24])[CH3:23]>>[C:1]([O:9][CH:10]1[CH2:11][C:12]([CH3:20])([CH3:19])[N:13]([O:18][C:22]([O:18][N:13]2[C:14]([CH3:17])([CH3:16])[CH2:15][CH:10]([O:9][C:1](=[O:8])[C:2]3[CH:7]=[CH:6][CH:5]=[CH:4][CH:3]=3)[CH2:11][C:12]2([CH3:20])[CH3:19])([CH3:24])[CH3:23])[C:14]([CH3:16])([CH3:17])[CH2:15]1)(=[O:8])[C:2]1[CH:3]=[CH:4][CH:5]=[CH:6][CH:7]=1. Reported procedure: The title compound is prepared from 4-benzoyloxy-1-oxyl-2,2,6,6-tetramethylpiperidine and 2,2-dibromopropane according to the procedure of Example 16. The reactants are ICC (iodoethane), FC1=C(OC2=C(C=CC=3N(C=NC32)C)C=3C2=C(C(NC3)=O)N(C=C2)S(=O)(=O)C2=CC=C(C=C2)C)C=CC(=C1)F (4-[4-(2,4-difluorophenoxy)-1-methyl-1H-benzimidazol-5-yl]-1-[(4-methylphenyl)sulfonyl]-1,6-dihydro-7H-pyrrolo[2,3-c]pyridin-7-one), solution, CC(C)([O-])C.[K+] (potassium tert-butoxide). Solvent: O1CCCC1 (tetrahydrofuran), C1CCOC1 (THF). Conditions: temperature 0 celsius, time 30 minute. The product is FC1=C(OC2=C(C=CC=3N(C=NC32)C)C=3C2=C(C(N(C3)CC)=O)N(C=C2)S(=O)(=O)C2=CC=C(C=C2)C)C=CC(=C1)F (4-[4-(2,4-Difluorophenoxy)-1-methyl-1H-benzimidazol-5-yl]-6-ethyl-1-[(4-methylphenyl)sulfonyl]-1,6-dihydro-7H-pyrrolo[2,3-c]pyridin-7-one). Isolated yield 44.0%. Reaction SMILES: [F:1][C:2]1[CH:38]=[C:37]([F:39])[CH:36]=[CH:35][C:3]=1[O:4][C:5]1[C:13]2[N:12]=[CH:11][N:10]([CH3:14])[C:9]=2[CH:8]=[CH:7][C:6]=1[C:15]1[C:16]2[CH:24]=[CH:23][N:22]([S:25]([C:28]3[CH:33]=[CH:32][C:31]([CH3:34])=[CH:30][CH:29]=3)(=[O:27])=[O:26])[C:17]=2[C:18](=[O:21])[NH:19][CH:20]=1.[CH3:40][C:41](C)([O-])C.[K+].ICC>O1CCCC1>[F:1][C:2]1[CH:38]=[C:37]([F:39])[CH:36]=[CH:35][C:3]=1[O:4][C:5]1[C:13]2[N:12]=[CH:11][N:10]([CH3:14])[C:9]=2[CH:8]=[CH:7][C:6]=1[C:15]1[C:16]2[CH:24]=[CH:23][N:22]([S:25]([C:28]3[CH:33]=[CH:32][C:31]([CH3:34])=[CH:30][CH:29]=3)(=[O:27])=[O:26])[C:17]=2[C:18](=[O:21])[N:19]([CH2:40][CH3:41])[CH:20]=1 |f:1.2|. Procedure: A suspension of 4-[4-(2,4-difluorophenoxy)-1-methyl-1H-benzimidazol-5-yl]-1-[(4-methylphenyl)sulfonyl]-1,6-dihydro-7H-pyrrolo[2,3-c]pyridin-7-one (33.2 mg, 0.0607 mmol) in tetrahydrofuran (1.0 mL) at 0° C. was treated with 1.0 M solution of potassium tert-butoxide in THF (0.0850 mL, 0.0850 mmol) and the resultant reaction mixture was stirred at 0° C. for 30 min, after which time the reaction mixture was treated with iodoethane (0.00680 mL, 0.0850 mmol), warmed to RT and stirred at RT for 19 h. T... Reactants: C(C)(C)(C)OC(=O)N1CCC(CC1)SC1=C(C=CC=C1)Cl (4-(2-chloro-phenylsulfanyl)-piperidine-1-carboxylic acid tert-butyl ester), Cl (HCl). The solvent is O1CCOCC1 (dioxane). Product: Cl.ClC1=C(C=CC=C1)SC1CCNCC1 (4-(2-chloro-phenylsulfanyl)-piperidine hydrochloride). Isolated yield 232.7%. As a reaction SMILES: C(OC([N:8]1[CH2:13][CH2:12][CH:11]([S:14][C:15]2[CH:20]=[CH:19][CH:18]=[CH:17][C:16]=2[Cl:21])[CH2:10][CH2:9]1)=O)(C)(C)C.Cl>O1CCOCC1>[ClH:21].[Cl:21][C:16]1[CH:17]=[CH:18][CH:19]=[CH:20][C:15]=1[S:14][CH:11]1[CH2:12][CH2:13][NH:8][CH2:9][CH2:10]1 |f:3.4|. Procedure: To a stirred solution of 2-chlorobenzenethiol (2.5 g, 0.017 mole) in DMF (20 mL) was added cesium carbonate (6.77 g, 0.0208 mole), followed by 4-methanesulfonyloxy-piperidine-1-carboxylic acid tert-butyl ester (4.8 g, 0.0173 mole). The reaction mixture was heated at 80° C. overnight. The mixture was then diluted with cold water and the product was extracted with ethyl acetate. The ethyl acetate layer was washed with brine solution, dried over sodium sulfate and concentrated under reduced pressur... Starting materials: C(=O)(C=1NC=CN1)C=1NC=CN1 (carbonyl diimidazole), FC1=C(C=CC(=C1)C)C1=CC(=CC(=C1)C=C)C(=O)O (2′-Fluoro-4′-methyl-5-vinylbiphenyl-3-carboxylic acid), C1CCOC1 (THF), ice. Reaction conditions: temperature 0 celsius, time 1 hour. Product: FC1=C(C=CC(=C1)C)C1=CC(=CC(=C1)C=C)C(=O)NC(C)C (2′-Fluoro-N-isopropyl-4′-methyl-5-vinylbiphenyl-3-carboxamide). Isolated yield 84.0%. RXN SMILES: [F:1][C:2]1[CH:7]=[C:6]([CH3:8])[CH:5]=[CH:4][C:3]=1[C:9]1[CH:14]=[C:13]([CH:15]=[CH2:16])[CH:12]=[C:11]([C:17]([OH:19])=O)[CH:10]=1.C(C1N[CH:29]=[CH:30][N:31]=1)(C1NC=CN=1)=O.[CH2:32]1COCC1>>[F:1][C:2]1[CH:7]=[C:6]([CH3:8])[CH:5]=[CH:4][C:3]=1[C:9]1[CH:14]=[C:13]([CH:15]=[CH2:16])[CH:12]=[C:11]([C:17]([NH:31][CH:30]([CH3:32])[CH3:29])=[O:19])[CH:10]=1. Reported procedure: In a 500 mL flask charged with carboxylic acid from step D (12 g, 46.8 mmol) in THF (300 mL) at 0° C. was added carbonyl diimidazole (9.1 g, 56.2 mmol) portionwise. Upon complete addition (10 min.) the ice bath was removed and the reaction stirred for 1 h. At this time the mixture was re-cooled to 0° C. and isopropylamine added dropwise (4.98 g, 84 mmol). The mixture was warmed to rt and the reaction complete within 2 h as indicated by LC-MS. The mixture was concentrated and treated with EtOAc a... The reactants are Grignard reagent, [Mg] (magnesium), II (iodine crystals), CC1=CC(=CC(=C1)Br)C (1,3-Dimethyl-5-bromobenzene), C(C1=CC=CC=C1)N1CCC(CC1)=C(C(=O)OCC)C#N (ethyl 2-(1-benzylpiperidin-4-ylidene)-2-cyanoacetate), [Cl-].[NH4+] (ammonium chloride). Solvent: C(C)OCC (diethyl ether), O1CCCC1 (tetrahydrofuran). Run at temperature 0 celsius, time 15 minute. Yields the product C(#N)C(C(=O)OCC)C1(CCN(CC1)CC1=CC=CC=C1)C1=CC(=CC(=C1)C)C (Ethyl 2-cyano-2-(1-benzyl-4-(3,5-dimethylphenyl)piperidin-4-yl)ethanoate). The yield is 42.8%. As a reaction SMILES: [CH3:1][C:2]1[CH:7]=[C:6](Br)[CH:5]=[C:4]([CH3:9])[CH:3]=1.[Mg].II.[CH2:13]([N:20]1[CH2:25][CH2:24][C:23](=[C:26]([C:32]#[N:33])[C:27]([O:29][CH2:30][CH3:31])=[O:28])[CH2:22][CH2:21]1)[C:14]1[CH:19]=[CH:18][CH:17]=[CH:16][CH:15]=1.[Cl-].[NH4+]>C(OCC)C.O1CCCC1>[C:32]([CH:26]([C:23]1([C:6]2[CH:5]=[C:4]([CH3:9])[CH:3]=[C:2]([CH3:1])[CH:7]=2)[CH2:22][CH2:21][N:20]([CH2:13][C:14]2[CH:15]=[CH:16][CH:17]=[CH:18][CH:19]=2)[CH2:25][CH2:24]1)[C:27]([O:29][CH2:30][CH3:31])=[O:28])#[N:33] |f:4.5|. Reported procedure: 1,3-Dimethyl-5-bromobenzene (15.6 g) was dissolved in anhydrous diethyl ether (60 ml) and added to a vigorously stirred mixture of magnesium turnings (2.2 g) and 2-3 iodine crystals under a nitrogen atmosphere. Gentle heating was applied to initiate formation of the Grignard reagent and once the spontaneous refluxing had subsided the mixture was heated under reflux for a further 30 minutes. The mixture was cooled in an ice-bath and a solution of ethyl 2-(1-benzylpiperidin-4-ylidene)-2-cyanoaceta... Reagents/catalysts: C(C)(=O)O (acetic acid). As a reaction SMILES: [Cl:1][C:2]1[CH:3]=[C:4]([CH:9]=[CH:10][C:11]=1[OH:12])[C:5]([NH:7][NH2:8])=[O:6].[OH:13][C:14]1[C:23]2[C:18](=[CH:19][CH:20]=[CH:21][CH:22]=2)[C:17]([CH:24]=O)=[CH:16][CH:15]=1>CS(C)=O.C(O)(=O)C.C(OCC)(=O)C>[OH:13][C:14]1[C:23]2[C:18](=[CH:19][CH:20]=[CH:21][CH:22]=2)[C:17]([CH:24]=[N:8][NH:7][C:5](=[O:6])[C:4]2[CH:9]=[CH:10][C:11]([OH:12])=[C:2]([Cl:1])[CH:3]=2)=[CH:16][CH:15]=1. The reactants are ClC=1C=C(C(=O)NN)C=CC1O (3-chloro-4-hydroxybenzoic acid hydrazide), OC1=CC=C(C2=CC=CC=C12)C=O (4-hydroxynaphthaldehyde). Product: OC1=CC=C(C2=CC=CC=C12)C=NNC(C1=CC(=C(C=C1)O)Cl)=O (3-Chloro-4-hydroxybenzoic Acid (4-Hydroxy-1-naphthylmethylene)hydrazide). Conditions: time 8 hour. Run in C(C)(=O)OCC (ethyl acetate), CS(=O)C (DMSO). Procedure: To a solution of 3-chloro-4-hydroxybenzoic acid hydrazide (200 mg, 1.1 mmol) in DMSO (2 ml) was added 4-hydroxynaphthaldehyde and a catalytic amount of glacial acetic acid (5 drops). The reaction was stirred overnight under nitrogen and diluted with ethyl acetate. The solution was washed with saturated sodium bicarbonate, water, brine, and dried over MgSO4. The organic volume was concentrated in vacuo to give the crude product. The product was purified by silica gel column chromatography using C...